From a dataset of the Open Reaction Database (ORD), a public repository of structured organic reaction records. describe an organic reaction: reactants, conditions, products, and yield Starting materials: C(CC)OC1=C(C(=[N+](C=C1)[O-])C)C (4-propoxy-2,3-dimethylpyridine-1-oxide), C(C)(=O)OC(C)=O (acetic anhydride). Product: C(C)(=O)OCC1=NC=CC(=C1C)OCCC (2-acetoxymethyl-3-methyl-4-propoxy-pyridine). Isolated yield 111.2%. Reaction SMILES: [CH2:1]([O:4][C:5]1[CH:10]=[CH:9][N+:8]([O-])=[C:7]([CH3:12])[C:6]=1[CH3:13])[CH2:2][CH3:3].[C:14]([O:17]C(=O)C)(=[O:16])[CH3:15]>>[C:14]([O:17][CH2:12][C:7]1[C:6]([CH3:13])=[C:5]([O:4][CH2:1][CH2:2][CH3:3])[CH:10]=[CH:9][N:8]=1)(=[O:16])[CH3:15]. Procedure: To 20.3 g of 4-propoxy-2,3-dimethylpyridine-1-oxide, 44.0 g (4.0 eq.) of acetic anhydride was added, and the mixture was allowed to react for 4 hours at 90° C. Acetic anhydride was distilled off, and then the resulting concentrated residue was purified on a silica gel column, to obtain 27.8 g of 2-acetoxymethyl-3-methyl-4-propoxy-pyridine as an oily matter. Reactants: N,N'-carbonyldiimidazole, NC1COC2=CC(=CC=C2C1)OC (3-amino-7-methoxychroman), C1CCOC1 (THF), C(C)C=1C(NCC1C)=O (3-ethyl-4-methyl-3-pyrrolin-2-one). Reaction conditions: time 1 hour. Yields the product C(C)C=1C(N(CC1C)C(=O)NC1COC2=CC(=CC=C2C1)OC)=O (3-(3-Ethyl-4-methyl-2-oxo-3-pyrroline-1-carboxamido)-7-methoxychroman). As a reaction SMILES: [NH2:1][CH:2]1[CH2:11][C:10]2[C:5](=[CH:6][C:7]([O:12][CH3:13])=[CH:8][CH:9]=2)[O:4][CH2:3]1.[CH2:14]([C:16]1[C:17](=[O:22])[NH:18][CH2:19][C:20]=1[CH3:21])[CH3:15].C1C[O:26][CH2:25]C1>>[CH2:14]([C:16]1[C:17](=[O:22])[N:18]([C:25]([NH:1][CH:2]2[CH2:11][C:10]3[C:5](=[CH:6][C:7]([O:12][CH3:13])=[CH:8][CH:9]=3)[O:4][CH2:3]2)=[O:26])[CH2:19][C:20]=1[CH3:21])[CH3:15]. Procedure details: 8.43 g (52 mmol) of N,N'-carbonyldiimidazole were added to a solution of 8.2 g (46 mmol) of 3-amino-7-methoxychroman in 60 ml of THF. During this operation, the solution became warm. After the solution had been stirred at room temperature for one hour, it was evaporated in vacuo. The residue was melted together with 6.51 g (52 mmol) of 3-ethyl-4-methyl-3-pyrrolin-2-one at 160°-170° C. for 1.5 to 2 hours and the mixture was then chromatographed over silica gel using the eluting agent ethyl acetat... The reactants are [BH4-], [BH3-]C#N, CC(C)CC=O, CCO, CCOC(C)=O, Cl, COC(=O)C1CCC2C3CCC4CC(O)CCC4(C)C3C(N)CC12C, [Na+], [Na+], O. Product: COC(=O)C1CCC2C3CCC4CC(O)CCC4(C)C3C(NCCC(C)C)CC12C, Cl. Reaction SMILES: [BH4-:36].[C:7]([BH3-:8])#[N:9].[CH3:1][CH:2]([CH3:3])[CH2:4][CH:5]=[O:6].[CH3:39][CH2:40][OH:41].[CH3:42][CH2:43][O:44][C:45](=[O:46])[CH3:47].[ClH:38].[NH2:11][CH:12]1[CH:13]2[C:14]3([CH3:35])[CH2:15][CH2:16][CH:17]([OH:34])[CH2:18][CH:19]3[CH2:20][CH2:21][CH:22]2[CH:23]2[CH2:24][CH2:25][CH:26]([C:30](=[O:31])[O:32][CH3:33])[C:27]2([CH3:28])[CH2:29]1.[Na+:10].[Na+:37].[OH2:48]>>[CH3:1][CH:2]([CH3:3])[CH2:4][CH2:5][NH:11][CH:12]1[CH:13]2[C:14]3([CH3:35])[CH2:15][CH2:16][CH:17]([OH:34])[CH2:18][CH:19]3[CH2:20][CH2:21][CH:22]2[CH:23]2[CH2:24][CH2:25][CH:26]([C:30](=[O:31])[O:32][CH3:33])[C:27]2([CH3:28])[CH2:29]1.[ClH:38]. Reactants: O=C(O)c1ccc(OCC2CC2)nc1, CC1(C)OC(N)=NC(C)(c2cc(N)ccc2F)C1(F)F. Product: CC1(C)OC(N)=NC(C)(c2cc(NC(=O)c3ccc(OCC4CC4)nc3)ccc2F)C1(F)F. As a reaction SMILES: [CH:21]1([CH2:24][O:25][c:26]2[n:27][cH:28][c:29]([C:30](=[O:31])[OH:32])[cH:33][cH:34]2)[CH2:22][CH2:23]1.[NH2:1][c:2]1[cH:3][cH:4][c:5]([F:20])[c:6]([C:8]2([CH3:19])[N:9]=[C:10]([NH2:18])[O:11][C:12]([CH3:16])([CH3:17])[C:13]2([F:14])[F:15])[cH:7]1>>[NH:1]([c:2]1[cH:3][cH:4][c:5]([F:20])[c:6]([C:8]2([CH3:19])[N:9]=[C:10]([NH2:18])[O:11][C:12]([CH3:16])([CH3:17])[C:13]2([F:14])[F:15])[cH:7]1)[C:30]([c:29]1[cH:28][n:27][c:26]([O:25][CH2:24][CH:21]2[CH2:22][CH2:23]2)[cH:34][cH:33]1)=[O:31]. Starting materials: C(C1=CC=CC=C1)OC1=CC=C2C=CC(=CC2=C1)C(=O)O (7-benzyloxy-2-naphthoic acid). The reagents and catalysts are [Pd] (palladium on carbon). The solvent is 1,4-cyclohaxadiene, C(C)O (ethanol). Run at temperature 60 celsius. Yields the product OC1=CC=C2C=CC(=CC2=C1)C(=O)O (7-hydroxy-2-naphthoic acid). Isolated yield 61.6%. RXN SMILES: C([O:8][C:9]1[CH:18]=[C:17]2[C:12]([CH:13]=[CH:14][C:15]([C:19]([OH:21])=[O:20])=[CH:16]2)=[CH:11][CH:10]=1)C1C=CC=CC=1>[Pd].C(O)C>[OH:8][C:9]1[CH:18]=[C:17]2[C:12]([CH:13]=[CH:14][C:15]([C:19]([OH:21])=[O:20])=[CH:16]2)=[CH:11][CH:10]=1. Procedure: A suspension of 7-benzyloxy-2-naphthoic acid (208 mg, 0.75 mmol) and 10% palladium on carbon (208 mg) in 1,4-cyclohaxadiene (1 mL) and ethanol (2 mL) is heated at 60° C. for 24 hours. The reaction is allowed to cool and filtered through a plug of AG50W×2 resin (H+ form). The plug is washed with methanol and the washes are evaporated to dryness to give 7-hydroxy-2-naphthoic acid as a tan solid (87 mg, 62%). 1H NMR (400 MHz, CD3OD) δ 8.4, 7.8, 7.2.